Task: describe an organic reaction: reactants, conditions, products, and yield. Dataset: the Open Reaction Database (ORD), a public repository of structured organic reaction records Reactants: CO, C=C(C)c1ncc(C(=O)NC(CC(=O)O)Cc2ccc(-c3cccc(Cl)c3)cc2)o1, ClCCl, O=[O+][O-]. Product: CC(=O)c1ncc(C(=O)NC(CC(=O)O)Cc2ccc(-c3cccc(Cl)c3)cc2)o1. Reaction SMILES: [CH3:37][OH:38].[Cl:1][c:2]1[cH:3][c:4](-[c:8]2[cH:9][cH:10][c:11]([CH2:14][CH:15]([CH2:16][C:17](=[O:18])[OH:19])[NH:20][C:21](=[O:22])[c:23]3[cH:24][n:25][c:26]([C:28](=[CH2:29])[CH3:30])[o:27]3)[cH:12][cH:13]2)[cH:5][cH:6][cH:7]1.[Cl:34][CH2:35][Cl:36].[O-:31][O+:32]=[O:33]>>[Cl:1][c:2]1[cH:3][c:4](-[c:8]2[cH:9][cH:10][c:11]([CH2:14][CH:15]([CH2:16][C:17](=[O:18])[OH:19])[NH:20][C:21](=[O:22])[c:23]3[cH:24][n:25][c:26]([C:28]([CH3:29])=[O:31])[o:27]3)[cH:12][cH:13]2)[cH:5][cH:6][cH:7]1. Reactants: S(=O)(Cl)Cl (thionyl chloride), BrC1=CC(=C(C(=O)O)C=C1)F (4-bromo-2-fluoro-benzoic acid), C1=CC=CC=C1 (benzene), [Cl-].[Al+3].[Cl-].[Cl-] (aluminum chloride). Solvent: ClCCCl (1,2 dichloroethane). Reaction conditions: time 2 hour. The product is BrC1=CC(=C(C=C1)C(CCCl)=O)F (1-(4-Bromo-2-fluoro-phenyl)-3-chloro-propan-1-one). Isolated yield 71.0%. Reaction SMILES: [Br:1][C:2]1[CH:10]=[CH:9][C:5]([C:6]([OH:8])=O)=[C:4]([F:11])[CH:3]=1.S(Cl)(Cl)=O.[Cl-:16].[Al+3].[Cl-].[Cl-].[CH:20]1[CH:25]=CC=CC=1>ClCCCl>[Br:1][C:2]1[CH:10]=[CH:9][C:5]([C:6](=[O:8])[CH2:25][CH2:20][Cl:16])=[C:4]([F:11])[CH:3]=1 |f:2.3.4.5|. Procedure details: To a suspension of 4-bromo-2-fluoro-benzoic acid (10 g, 45.65 mmol) in benzene (50 ml) was added thionyl chloride (7.8 ml, 12.79 g, 91.32 mmol) and the resulting mixture was heated to reflux for 12 hours. Thionyl chloride was evaporated, the reaction mixture was diluted with 1,2-dichloroethane (50 ml) and added to a slurry of aluminum chloride (5.7 g, 42.53 mmol) in 1,2 dichloroethane (50 ml) at room temperature. Ethylene was bubbled through the reaction mixture for 5 hours and the reaction mixt... Starting materials: VIII, [SnH](CCCC)(CCCC)CCCC.CC(C)(C#N)N=NC(C)(C)C#N (nBu3SnH AIBN), azido, COC=1N([C@H]2CC[C@@H](CO)O2)C=2N=CN=C(C2N1)N (2',3'-dideoxy-8-methoxyadenosine), 8-methoxy, BrC=1N([C@H]2C[C@H](O)[C@@H](CO)O2)C=2N=CN=C(C2N1)N (8-bromo-2'-deoxyadenosine), deoxynucleoside, BrC=1N([C@H]2C[C@H](O)[C@@H](CO)O2)C=2N=CN=C(C2N1)N (8-bromo-2'-deoxyadenosine). Yields the product OC=1N([C@H]2CC[C@@H](CO)O2)C=2N=CN=C(C2N1)N (2',3'-dideoxy-8-hydroxyadenosine). As a reaction SMILES: BrC1N(C2N=CN=C(N)C=2N=1)[C@@H]1O[C@H](CO)[C@@H](O)C1.[SnH](CCCC)(CCCC)CCCC.CC(N=NC(C#N)(C)C)(C#N)C.C[O:46][C:47]1[N:48]([C:56]2[N:57]=[CH:58][N:59]=[C:60]([NH2:63])[C:61]=2[N:62]=1)[C@@H:49]1[O:55][C@H:52]([CH2:53][OH:54])[CH2:51][CH2:50]1>>[OH:46][C:47]1[N:48]([C:56]2[N:57]=[CH:58][N:59]=[C:60]([NH2:63])[C:61]=2[N:62]=1)[C@@H:49]1[O:55][C@H:52]([CH2:53][OH:54])[CH2:51][CH2:50]1 |f:1.2|. Reported procedure: The starting compound for the synthesis of VIII was 8-bromo-2'-deoxyadenosine which was prepared by bromination of the corresponding deoxynucleoside. This starting compound was first converted to its azido derivative and then subjected to the deoxygenation procedure. During the nBu3SnH/AIBN step, reduction of the azido group occurred concomitantly with the deoxygenation. In a related procedure, 8-bromo-2'-deoxyadenosine was converted to the corresponding 8-methoxy compound and then deoxygenated ... The reactants are NCCN, N#Cc1ccccc1N, O, S=P12SP3(=S)SP(=S)(S1)SP(=S)(S2)S3. Yields the product Nc1ccccc1C1=NCCN1. RXN SMILES: [NH2:10][CH2:11][CH2:12][NH2:13].[NH2:1][c:2]1[c:3]([C:4]#[N:5])[cH:6][cH:7][cH:8][cH:9]1.[OH2:28].[P:14]12(=[S:27])[S:15][P:16]3(=[S:26])[S:17][P:18](=[S:24])([S:19][P:20](=[S:23])([S:21]3)[S:22]1)[S:25]2>>[NH2:1][c:2]1[c:3]([C:4]2=[N:10][CH2:11][CH2:12][NH:5]2)[cH:6][cH:7][cH:8][cH:9]1.